From a dataset of the Open Reaction Database (ORD), a public repository of structured organic reaction records. describe an organic reaction: reactants, conditions, products, and yield The reactants are COc1cc(C)ccc1C(C)(C)CC(O)(C=O)C(F)(F)F, [Cl-], [Cl-], [Cl-], [Cl-], ClCCl, Cn1ncc2c(N)cccc2c1=O, [Ti+4]. Yields the product COc1cc(C)cc2c1C(C)(C)CC(O)(C(F)(F)F)C2Nc1cccc2c(=O)n(C)ncc12. As a reaction SMILES: [CH3:1][O:2][c:3]1[c:4]([C:10]([CH2:11][C:12]([CH:13]=[O:14])([C:15]([F:16])([F:17])[F:18])[OH:19])([CH3:20])[CH3:21])[cH:5][cH:6][c:7]([CH3:9])[cH:8]1.[Cl-:38].[Cl-:39].[Cl-:40].[Cl-:41].[Cl:35][CH2:36][Cl:37].[NH2:22][c:23]1[c:24]2[cH:25][n:26][n:27]([CH3:34])[c:28](=[O:33])[c:29]2[cH:30][cH:31][cH:32]1.[Ti+4:42]>>[CH3:1][O:2][c:3]1[c:4]2[c:5]([cH:6][c:7]([CH3:9])[cH:8]1)[CH:13]([NH:22][c:23]1[c:24]3[cH:25][n:26][n:27]([CH3:34])[c:28](=[O:33])[c:29]3[cH:30][cH:31][cH:32]1)[C:12]([C:15]([F:16])([F:17])[F:18])([OH:19])[CH2:11][C:10]2([CH3:20])[CH3:21].